describe an organic reaction: reactants, conditions, products, and yield From a dataset of the Open Reaction Database (ORD), a public repository of structured organic reaction records. Starting materials: O=C([O-])[O-], CN(C)C1CCNC1, CS(C)=O, CCOC(=O)c1ccc(F)cc1, [K+], [K+], O. The product is CCOC(=O)c1ccc(N2CCC(N(C)C)C2)cc1. Reaction SMILES: [C:21](=[O:22])([O-:23])[O-:24].[CH3:13][N:14]([CH:15]1[CH2:16][NH:17][CH2:18][CH2:19]1)[CH3:20].[CH3:27][S:28](=[O:29])[CH3:30].[F:1][c:2]1[cH:3][cH:4][c:5]([C:6](=[O:7])[O:8][CH2:9][CH3:10])[cH:11][cH:12]1.[K+:25].[K+:26].[OH2:31]>>[c:2]1([N:17]2[CH2:16][CH:15]([N:14]([CH3:13])[CH3:20])[CH2:19][CH2:18]2)[cH:3][cH:4][c:5]([C:6](=[O:7])[O:8][CH2:9][CH3:10])[cH:11][cH:12]1.